This data is from the Open Reaction Database (ORD), a public repository of structured organic reaction records. The task is: describe an organic reaction: reactants, conditions, products, and yield The reactants are ClC1=NC(=CC=C1)C (2-Chloro-6-methylpyridine), ClC=1C=C(C=C(C1Cl)Cl)C1(CNCC1)C(F)(F)F (3-(3,4,5-trichlorophenyl)-3-(trifluoromethyl)-pyrrolidine), CC(C)([O-])C.[Na+] (sodium t-butoxide), tris(dibenzylidenacetone)dipalladium (0) chloroform, C1(=CC=CC=C1)C (toluene). Reagents/catalysts: C1(=CC=CC=C1)P(C1=CC=CC=2C(C3=CC=CC(=C3OC12)P(C1=CC=CC=C1)C1=CC=CC=C1)(C)C)C1=CC=CC=C1 (4,5-bis(diphenylphosphino)-9,9-dimethylxanthene). The solvent is C(C)(=O)OCC (ethyl acetate). Run at temperature 120 celsius. Yields the product CC1=NC(=CC=C1)N1CC(CC1)(C(F)(F)F)C1=CC(=C(C(=C1)Cl)Cl)Cl (2-methyl-6-[3-(3,4,5-trichlorophenyl)-3-(trifluoromethyl)pyrrolidin-1-yl]pyridine). The yield is 66.2%. As a reaction SMILES: Cl[C:2]1[CH:7]=[CH:6][CH:5]=[C:4]([CH3:8])[N:3]=1.[Cl:9][C:10]1[CH:11]=[C:12]([C:18]2([C:23]([F:26])([F:25])[F:24])[CH2:22][CH2:21][NH:20][CH2:19]2)[CH:13]=[C:14]([Cl:17])[C:15]=1[Cl:16].CC(C)([O-])C.[Na+].C1(C)C=CC=CC=1>C(OCC)(=O)C.C1(P(C2C=CC=CC=2)C2C3OC4C(=CC=CC=4P(C4C=CC=CC=4)C4C=CC=CC=4)C(C)(C)C=3C=CC=2)C=CC=CC=1>[CH3:8][C:4]1[CH:5]=[CH:6][CH:7]=[C:2]([N:20]2[CH2:21][CH2:22][C:18]([C:12]3[CH:13]=[C:14]([Cl:17])[C:15]([Cl:16])=[C:10]([Cl:9])[CH:11]=3)([C:23]([F:24])([F:25])[F:26])[CH2:19]2)[N:3]=1 |f:2.3|. Reported procedure: 2-Chloro-6-methylpyridine (1.6 g), 3-(3,4,5-trichlorophenyl)-3-(trifluoromethyl)-pyrrolidine (4.0 g), sodium t-butoxide (1.5 g), tris(dibenzylidenacetone)dipalladium (0)-chloroform adduct (0.2 g) and 4,5-bis(diphenylphosphino)-9,9-dimethylxanthene (0.25 g) were added to toluene (15 ml), and heated for 1 hour at 120° C. using a microwave reactor (trade name: INITIATOR™, manufactured by Biotage). Upon the completion of the reaction, the reaction mixture was diluted with ethyl acetate, and the prec...